From a dataset of the Open Reaction Database (ORD), a public repository of structured organic reaction records. describe an organic reaction: reactants, conditions, products, and yield Starting materials: CC(C)(C)[Mg+], CCOCC, [Cl-], Cl, O=S(OS(=O)C(F)(F)F)C(F)(F)F, O=S(=O)(OS(=O)(=O)C(F)(F)F)C(F)(F)F, O=S(=O)(Cc1c(F)c(F)c(-c2c(F)c(F)c(F)c(F)c2F)c(F)c1F)C(F)(F)F, O, O. Product: O=S(=O)(C(c1c(F)c(F)c(-c2c(F)c(F)c(F)c(F)c2F)c(F)c1F)S(=O)(=O)C(F)(F)F)C(F)(F)F. As a reaction SMILES: [C:2]([Mg+:3])([CH3:4])([CH3:5])[CH3:6].[CH2:67]([O:68][CH2:69][CH3:70])[CH3:71].[Cl-:1].[ClH:65].[F:36][C:37]([S:38](=[O:39])[O:40][S:41]([C:42]([F:43])([F:44])[F:45])=[O:46])([F:47])[F:48].[F:49][C:50]([F:51])([F:52])[S:53]([O:54][S:55]([C:56]([F:57])([F:58])[F:59])(=[O:60])=[O:61])(=[O:62])=[O:63].[F:7][c:8]1[c:9]([F:35])[c:10]([F:34])[c:11]([F:33])[c:12]([F:32])[c:13]1-[c:14]1[c:15]([F:31])[c:16]([F:30])[c:17]([CH2:22][S:23](=[O:24])(=[O:25])[C:26]([F:27])([F:28])[F:29])[c:18]([F:21])[c:19]1[F:20].[OH2:64].[OH2:66]>>[F:7][c:8]1[c:9]([F:35])[c:10]([F:34])[c:11]([F:33])[c:12]([F:32])[c:13]1-[c:14]1[c:15]([F:31])[c:16]([F:30])[c:17]([CH:22]([S:23](=[O:24])(=[O:25])[C:26]([F:27])([F:28])[F:29])[S:38]([C:37]([F:36])([F:47])[F:48])(=[O:39])=[O:40])[c:18]([F:21])[c:19]1[F:20]. Yield: 55.0%. Product: BrC=1C=CC=2N3C4=C(C=C(C=C4C2C1)OCC(CC)=O)C(C(=C3)CC=3C=NC=CC3)=O (10-bromo-2-(2-oxobutyloxy)-5-(3-pyridylmethyl)-4H-pyrido[3,2,1-jk]carbazole-4-one). Reported procedure: 10-bromo-2-hydroxy-5-(3-pyridylmethyl)-4H-pyrido[3,2,1-jk]carbazole-4-one (0.3 g) obtained in Example 2 was suspended in dimethyl sulfoxide (20 ml), and to the suspension was added potassium carbonate (0.2 g), and the mixture was stirred at room temperature for 30 minutes. 1-bromo-2-butanone (0.1 ml) was added and the mixture was stirred at room temperature for 12 hours. The reaction mixture was poured into ice water, and the precipitated crystals were recovered by filtration. The resulting crud... Reaction SMILES: [Br:1][C:2]1[CH:3]=[CH:4][C:5]2[N:6]3[CH:18]=[C:17]([CH2:19][C:20]4[CH:21]=[N:22][CH:23]=[CH:24][CH:25]=4)[C:16](=[O:26])[C:8]4[CH:9]=[C:10]([OH:15])[CH:11]=[C:12]([C:13]=2[CH:14]=1)[C:7]3=4.C(=O)([O-])[O-].[K+].[K+].Br[CH2:34][C:35](=[O:38])[CH2:36][CH3:37]>CS(C)=O>[Br:1][C:2]1[CH:3]=[CH:4][C:5]2[N:6]3[CH:18]=[C:17]([CH2:19][C:20]4[CH:21]=[N:22][CH:23]=[CH:24][CH:25]=4)[C:16](=[O:26])[C:8]4[CH:9]=[C:10]([O:15][CH2:34][C:35](=[O:38])[CH2:36][CH3:37])[CH:11]=[C:12]([C:13]=2[CH:14]=1)[C:7]3=4 |f:1.2.3|. Starting materials: BrC=1C=CC=2N3C4=C(C=C(C=C4C2C1)O)C(C(=C3)CC=3C=NC=CC3)=O (10-bromo-2-hydroxy-5-(3-pyridylmethyl)-4H-pyrido[3,2,1-jk]carbazole-4-one), ice water, C([O-])([O-])=O.[K+].[K+] (potassium carbonate), BrCC(CC)=O (1-bromo-2-butanone). The solvent is CS(=O)C (dimethyl sulfoxide). Reaction conditions: time 30 minute. Reactants: Cc1ccc(S(=O)(=O)OCC2CCCN2C(=O)OC(C)(C)C)cc1, Oc1ccc(Cc2ccccc2)cc1, [H-], [Na+], CN(C)C=O. Yields the product CC(C)(C)OC(=O)N1CCCC1COc1ccc(Cc2ccccc2)cc1. Reaction SMILES: [C:17]([CH3:18])([CH3:19])([CH3:20])[O:21][C:22](=[O:23])[N:24]1[CH:25]([CH2:29][O:30][S:31]([c:32]2[cH:33][cH:34][c:35]([CH3:36])[cH:37][cH:38]2)(=[O:39])=[O:40])[CH2:26][CH2:27][CH2:28]1.[CH2:1]([c:2]1[cH:3][cH:4][cH:5][cH:6][cH:7]1)[c:8]1[cH:9][cH:10][c:11]([OH:14])[cH:12][cH:13]1.[H-:16].[Na+:15].[O:41]=[CH:42][N:43]([CH3:44])[CH3:45]>>[CH2:1]([c:2]1[cH:3][cH:4][cH:5][cH:6][cH:7]1)[c:8]1[cH:9][cH:10][c:11]([O:14][CH2:29][CH:25]2[N:24]([C:22]([O:21][C:17]([CH3:18])([CH3:19])[CH3:20])=[O:23])[CH2:28][CH2:27][CH2:26]2)[cH:12][cH:13]1. The reactants are azoles, CCCCC(CN1C=NC=N1)(C=2C=CC(=CC2Cl)Cl)O (hexaconazole), CC(C)(C)C(CCC=1C=CC(=CC1)Cl)(CN2C=NC=N2)O (tebuconazole), CCCC1COC(O1)(CN2C=NC=N2)C=3C=CC(=CC3Cl)Cl (propiconazole), 2-(1-chloro-cyclopropyl)-1-(2-chlorophenyl)-3-1H-(1,2,4-triazol-1-yl)-propan-2-ol, CCCCC(CN1C=NC=N1)(C=2C=CC(=CC2Cl)Cl)O (hexaconazole). The product is ClC1(CC1)C(CC1=C(C=CC=C1)Cl)(CN1N=CN=C1)O (2-(1-chloro-cyclopropyl)-1-(2-chlorophenyl)-3-(1H-1,2,4-triazol-1yl)-propan-2-ol). Reaction SMILES: C[CH2:2][CH2:3][CH2:4][C:5]([OH:20])([C:12]1[CH:13]=[CH:14][C:15](Cl)=[CH:16][C:17]=1Cl)[CH2:6][N:7]1[N:11]=[CH:10][N:9]=[CH:8]1.CC(C(O)(CN1N=CN=C1)CCC1C=C[C:31]([Cl:34])=CC=1)(C)C.CCCC1OC(C2C=CC(Cl)=CC=2[Cl:62])(CN2N=CN=C2)OC1>>[Cl:62][C:4]1([C:5]([OH:20])([CH2:6][N:7]2[CH:8]=[N:9][CH:10]=[N:11]2)[CH2:12][C:13]2[CH:14]=[CH:15][CH:16]=[CH:17][C:31]=2[Cl:34])[CH2:3][CH2:2]1. Procedure: Particularly preferred mixtures comprise as azoles, in addition to hexaconazole, tebuconazole, propiconazole, cycproconazole and/or 2-(1-chloro-cyclopropyl)-1-(2-chlorophenyl)-3-1H-(1,2,4-triazol-1-yl)-propan-2-ol, preferably in a ratio by weight to hexaconazole of 1:9 to 9:1. Procedure: 18.4 g (0.1 mol) of the compound from Example I are dissolved in 50 ml of DMF and 4 g (0.1 mol) of NaOH in 40 ml of methanol are added. 17.8 g (0.1 mol) of 2-chloromethylquinoline in 50 ml of DMF are added dropwise to this mixture with stirring and it is then heated at 100° C. for 5 h. After cooling, the solvent is evaporated in vacuo, the residue is taken up in dichloromethane, and the solution is washed twice with water, dried and concentrated in vacuo to a small volume. Separation is carried ... As a reaction SMILES: [F:1][C:2]1[CH:3]=[C:4]([CH2:9][C:10]([O:12][CH3:13])=[O:11])[CH:5]=[C:6](O)[CH:7]=1.[OH-:14].[Na+].Cl[CH2:17][C:18]1[CH:27]=[CH:26][C:25]2[C:20](=[CH:21][CH:22]=[CH:23][CH:24]=2)[N:19]=1>CN(C=O)C.CO>[F:1][C:2]1[CH:3]=[C:4]([CH2:9][C:10]([O:12][CH3:13])=[O:11])[CH:5]=[CH:6][C:7]=1[O:14][CH2:17][C:18]1[CH:27]=[CH:26][C:25]2[C:20](=[CH:21][CH:22]=[CH:23][CH:24]=2)[N:19]=1 |f:1.2|. Yields the product FC=1C=C(C=CC1OCC1=NC2=CC=CC=C2C=C1)CC(=O)OC (Methyl 2-[3-fluoro-4-(quinolin-2-yl-methoxy)phenyl]acetate). Starting materials: [OH-].[Na+] (NaOH), ClCC1=NC2=CC=CC=C2C=C1 (2-chloromethylquinoline), FC=1C=C(C=C(C1)O)CC(=O)OC (Methyl 3-fluoro-5-hydroxyphenylacetate). Run in CO (methanol), CN(C)C=O (DMF), CN(C)C=O (DMF). Reaction conditions: temperature 100 celsius. Starting materials: BrC=1C(=CC2=C(C=3N(C4CC2C4)C(=C(N3)C(=O)N)C3CC3)C1)F (10-bromo-3-cyclopropyl-9-fluoro-6,7-dihydro-5H-5,7-methanobenzo[c]imidazo[1,2-a]azepine-2-carboxamide), BrC=1C=CC2=C(C=3N(C4CC2C4)C(=C(N3)C(=O)N)I)C1 (10-bromo-3-iodo-6,7-dihydro-5H-5,7-methanobenzo[c]imidazo[1,2-a]azepine-2-carboxamide), [I-].C(C)(C)(C)OC(=O)N1CC(C1)[Zn+] ((1-(tert-butoxycarbonyl)azetidin-3-yl)zinc(II) iodide). Yields the product BrC=1C=CC2=C(C=3N(C4CC2C4)C(=C(N3)C(N)=O)C3CN(C3)C(=O)OC(C)(C)C)C1 (tert-butyl 3-(10-bromo-2-carbamoyl-6,7-dihydro-5H-5,7-methanobenzo[c]imidazo[1,2-a]azepin-3-yl)azetidine-1-carboxylate). As a reaction SMILES: [Br:1][C:2]1[C:3](F)=[CH:4][C:5]2[CH:11]3[CH2:12][CH:9]([CH2:10]3)[N:8]3[C:13]([CH:19]4[CH2:21][CH2:20]4)=[C:14]([C:16]([NH2:18])=[O:17])[N:15]=[C:7]3[C:6]=2[CH:22]=1.BrC1C=CC2C3CC(C3)N3C(I)=C(C(N)=O)N=C3C=2C=1.[I-].[C:45]([O:49][C:50]([N:52]1CC([Zn+])C1)=[O:51])([CH3:48])([CH3:47])[CH3:46]>>[Br:1][C:2]1[CH:3]=[CH:4][C:5]2[CH:11]3[CH2:10][CH:9]([CH2:12]3)[N:8]3[C:13]([CH:19]4[CH2:20][N:52]([C:50]([O:49][C:45]([CH3:48])([CH3:47])[CH3:46])=[O:51])[CH2:21]4)=[C:14]([C:16](=[O:17])[NH2:18])[N:15]=[C:7]3[C:6]=2[CH:22]=1 |f:2.3|. Procedure details: Similar to as described for 10-bromo-3-cyclopropyl-9-fluoro-6,7-dihydro-5H-5,7-methanobenzo[c]imidazo[1,2-a]azepine-2-carboxamide above, 10-bromo-3-iodo-6,7-dihydro-5H-5,7-methanobenzo[c]imidazo[1,2-a]azepine-2-carboxamide was coupled with (1-(tert-butoxycarbonyl)azetidin-3-yl)zinc(II) iodide to give the titled compound after purification by flash column chromatography. Starting materials: C(C)(C)(C)O (t-butylalcohol), [I-].[K+] (potassium iodide), saturated aqueous salt, C(C)(=O)CC(C)=O (acetylacetone), BrCC1=C(C(=C(C(=C1F)F)F)CBr)F (1,3-bis(bromomethyl)-2,4,5,6-tetrafluorobenzene), C(C)OCC (diethylether). Solvent: O (water). Reaction conditions: temperature 82 celsius, time 30 minute. The product is FC1=C(C(=C(C(=C1CC(C(C)=O)C(C)=O)F)F)F)CC(C(C)=O)C(C)=O (3,3′-[2,4,5,6-tetrafluoro-1,3-phenylenebis(methylene)]bis(2,4-pentanedione)). Yield: 20.0%. As a reaction SMILES: [C:1]([OH:5])([CH3:4])([CH3:3])C.[C:6]([CH2:9][C:10](=[O:12])[CH3:11])(=[O:8])[CH3:7].Br[CH2:14][C:15]1[C:20]([F:21])=[C:19]([F:22])[C:18]([F:23])=[C:17]([CH2:24]Br)[C:16]=1[F:26].[I-].[K+].[CH2:29]([O:31]CC)[CH3:30]>O>[F:26][C:16]1[C:15]([CH2:14][CH:9]([C:10](=[O:12])[CH3:11])[C:6](=[O:8])[CH3:7])=[C:20]([F:21])[C:19]([F:22])=[C:18]([F:23])[C:17]=1[CH2:24][CH:3]([C:29](=[O:31])[CH3:30])[C:1](=[O:5])[CH3:4] |f:3.4|. Procedure: In a four-neck flask, 6.66 g (59.4 mmol) of t-butokypotassium and 128 mL of t-butylalcohol were put in, agitated at a temperature of 82° C. for 30 minutes, dropped with 9.01 g (89.1 mmol) of acetylacetone for 12 minutes at the temperature, and then agitated for 2 hours. Thereafter, at 83° C., 12.8 g (purity 78.0%, 29.7 mmol) of 1,3-bis(bromomethyl)-2,4,5,6-tetrafluorobenzene was added for 25 minutes, and then agitated for 1 hour. Thereafter, 1.18 g (7.13 mmol) of potassium iodide was added at 82...